The task is: describe an organic reaction: reactants, conditions, products, and yield. This data is from the Open Reaction Database (ORD), a public repository of structured organic reaction records. Starting materials: O[Li].O (LiOH H2O), CC1(C[C@@H](N(C1)CC1=CC=C(C=C1)C(F)(F)F)C(=O)NC1(CC1)C1=CC=C(C(=O)OC)C=C1)C ((R)-methyl 4-(1-(4,4-dimethyl-1-(4-(trifluoromethyl)benzyl)pyrrolidine-2-carboxamido)cyclopropyl)benzoate), O1CCOCC1 (dioxane), O[Li].O (LiOH H2O). Run in O (water), O (water). Conditions: time 18 hour. The product is CC1(C[C@@H](N(C1)CC1=CC=C(C=C1)C(F)(F)F)C(=O)NC1(CC1)C1=CC=C(C(=O)O)C=C1)C ((R)-4-(1-(4,4-dimethyl-1-(4-(trifluoromethyl)benzyl)pyrrolidine-2-carboxamido)cyclopropyl)benzoic acid). Isolated yield 36.7%. As a reaction SMILES: [CH3:1][C:2]1([CH3:34])[CH2:6][N:5]([CH2:7][C:8]2[CH:13]=[CH:12][C:11]([C:14]([F:17])([F:16])[F:15])=[CH:10][CH:9]=2)[C@@H:4]([C:18]([NH:20][C:21]2([C:24]3[CH:33]=[CH:32][C:27]([C:28]([O:30]C)=[O:29])=[CH:26][CH:25]=3)[CH2:23][CH2:22]2)=[O:19])[CH2:3]1.O1CCOCC1.O[Li].O>O>[CH3:1][C:2]1([CH3:34])[CH2:6][N:5]([CH2:7][C:8]2[CH:9]=[CH:10][C:11]([C:14]([F:17])([F:16])[F:15])=[CH:12][CH:13]=2)[C@@H:4]([C:18]([NH:20][C:21]2([C:24]3[CH:25]=[CH:26][C:27]([C:28]([OH:30])=[O:29])=[CH:32][CH:33]=3)[CH2:22][CH2:23]2)=[O:19])[CH2:3]1 |f:2.3|. Reported procedure: (R)-methyl 4-(1-(4,4-dimethyl-1-(4-(trifluoromethyl)benzyl)pyrrolidine-2-carboxamido)cyclopropyl)benzoate (D151) (100 mg, 0.21 mmol) was partitioned between dioxane (2 ml) and water (2 ml) prior addition of LiOH H2O (35 mg, 0.84 mmol) and the resulting mixture was stirred at RT for 18 hrs. Dioxane was evaporated off and the aqueous solution acidified with acetic acid to pH˜4-5. A white solid precipitated which was filtered, dried under vacuum, then re-dissolved in dioxane (2 ml) and water (2 ml)... Starting materials: CC1OC2(CC1)C(CCCC2(C)C)(O)C (2,6,10,10-tetramethyl-1-oxa-spiro[4.5]decan-6-ol), CN(C1=CC=CC=C1)C (N,N-dimethylaniline), C(CC)(=O)Cl (propionyl chloride). Product: C(CC)(=O)OC1(C2(CCC(O2)C)C(CCC1)(C)C)C (2,6,10,10-Tetramethyl-1-oxa-spiro[4.5]dec-6-yl propionate). Isolated yield 62.0%. As a reaction SMILES: [CH3:1][CH:2]1[CH2:6][CH2:5][C:4]2([C:11]([CH3:13])([CH3:12])[CH2:10][CH2:9][CH2:8][C:7]2([CH3:15])[OH:14])[O:3]1.CN(C)C1C=CC=CC=1.[C:25](Cl)(=[O:28])[CH2:26][CH3:27]>>[C:25]([O:14][C:7]1([CH3:15])[CH2:8][CH2:9][CH2:10][C:11]([CH3:13])([CH3:12])[C:4]21[O:3][CH:2]([CH3:1])[CH2:6][CH2:5]2)(=[O:28])[CH2:26][CH3:27]. Procedure details: 2.17 g (0.01 M) of 2,6,10,10-tetramethyl-1-oxa-spiro[4.5]decan-6-ol -- isomer A; see Example 1 -- were treated with a mixture of 12.1 g (0.10 M) of N,N-dimethylaniline and 4.62 g (0.05 M) of propionyl chloride as indicated in Example 3 to give 1.7 g (63%) of the desired ester, b.p. 100°-110°/0.5 Torr. Starting materials: C=1C=CC2=C(C1)N=NN2O (HOBT), CN1CCN(CC1)C(=O)C=1C=CC(=C(C(=O)O)C1)OCC1=CC=CC=C1 (5-[(4-methyl-1-piperazinyl)carbonyl]-2-[(phenylmethyl)oxy]benzoic acid), N1=CC(=CC=C1)N (3-pyridinamine), C(CCl)Cl (EDC). Solvent: CN(C=O)C (N,N-dimethylformamide), O (water). Conditions: time 6 hour. The product is CN1CCN(CC1)C(=O)C=1C=CC(=C(C(=O)NC=2C=NC=CC2)C1)OCC1=CC=CC=C1 (5-[(4-Methyl-1-piperazinyl)carbonyl]-2-[(phenylmethyl)oxy]-N-3-pyridinylbenzamide). As a reaction SMILES: [CH3:1][N:2]1[CH2:7][CH2:6][N:5]([C:8]([C:10]2[CH:11]=[CH:12][C:13]([O:19][CH2:20][C:21]3[CH:26]=[CH:25][CH:24]=[CH:23][CH:22]=3)=[C:14]([CH:18]=2)[C:15](O)=[O:16])=[O:9])[CH2:4][CH2:3]1.[N:27]1[CH:32]=[CH:31][CH:30]=[C:29]([NH2:33])[CH:28]=1.C(Cl)CCl.C1C=CC2N(O)N=NC=2C=1>CN(C)C=O.O>[CH3:1][N:2]1[CH2:7][CH2:6][N:5]([C:8]([C:10]2[CH:11]=[CH:12][C:13]([O:19][CH2:20][C:21]3[CH:26]=[CH:25][CH:24]=[CH:23][CH:22]=3)=[C:14]([CH:18]=2)[C:15]([NH:33][C:29]2[CH:28]=[N:27][CH:32]=[CH:31][CH:30]=2)=[O:16])=[O:9])[CH2:4][CH2:3]1. Procedure: To a solution of 5-[(4-methyl-1-piperazinyl)carbonyl]-2-[(phenylmethyl)oxy]benzoic acid (may be prepared as described in Description 51; 166 mg, 0.47 mmol), 3-pyridinamine (44.1 mg, 0.47 mmol), and EDC (90 mg, 0.47 mmol) in N,N-dimethylformamide (DMF) (4 mL) stirred under nitrogen at room temperature was added neat HOBT (71.7 mg, 0.47 mmol) in one charge. The reaction mixture was stirred at room temperature for 6 h. The mixture was diluted with water (50 ml), extracted with ethyl acetate (3×50 m... Reactants: B, COc1cc2nccc(Oc3ccc(NC(=O)COc4c(F)cccc4F)cc3C)c2cc1OC, Cl, [Na+], C1CCOC1, C1CCOC1, [OH-]. Product: COc1cc2nccc(Oc3ccc(NCCOc4c(F)cccc4F)cc3C)c2cc1OC. RXN SMILES: [BH3:41].[CH3:1][O:2][c:3]1[cH:4][c:5]2[c:6]([O:15][c:16]3[c:17]([CH3:35])[cH:18][c:19]([NH:22][C:23]([CH2:24][O:25][c:26]4[c:27]([F:33])[cH:28][cH:29][cH:30][c:31]4[F:32])=[O:34])[cH:20][cH:21]3)[cH:7][cH:8][n:9][c:10]2[cH:11][c:12]1[O:13][CH3:14].[ClH:42].[Na+:44].[O:36]1[CH2:37][CH2:38][CH2:39][CH2:40]1.[O:45]1[CH2:46][CH2:47][CH2:48][CH2:49]1.[OH-:43]>>[CH3:1][O:2][c:3]1[cH:4][c:5]2[c:6]([O:15][c:16]3[c:17]([CH3:35])[cH:18][c:19]([NH:22][CH2:23][CH2:24][O:25][c:26]4[c:27]([F:33])[cH:28][cH:29][cH:30][c:31]4[F:32])[cH:20][cH:21]3)[cH:7][cH:8][n:9][c:10]2[cH:11][c:12]1[O:13][CH3:14]. Run in ClCCl (dichloromethane), ClCCl (dichloromethane). Isolated yield 81.6%. Procedure: To a solution of methyl 4-hydroxy-3,3-dimethyl-2-(4-nitrophenyl)-1,2,3,4-tetrahydroquinoline-6-carboxylate (61 mg 0.18 mmol) and triethylsilane (0.06 mL, 0.34 mmol) in dichloromethane (10 mL) was added dropwise a solution of trifluoroacetic acid (0.04 mL, 0.51 mol) in dichloromethane (5 mL) below 0° C. Upon completion of addition, the resultant mixture was stirred at room temperature for 24 h, then was quenched with sodium bicarbonate solution and separated. The organic layer was dried over anhy... As a reaction SMILES: O[CH:2]1[C:11]2[C:6](=[CH:7][CH:8]=[C:9]([C:12]([O:14][CH3:15])=[O:13])[CH:10]=2)[NH:5][CH:4]([C:16]2[CH:21]=[CH:20][C:19]([N+:22]([O-:24])=[O:23])=[CH:18][CH:17]=2)[C:3]1([CH3:26])[CH3:25].C([SiH](CC)CC)C.FC(F)(F)C(O)=O>ClCCl>[CH3:25][C:3]1([CH3:26])[CH2:2][C:11]2[C:6](=[CH:7][CH:8]=[C:9]([C:12]([O:14][CH3:15])=[O:13])[CH:10]=2)[NH:5][CH:4]1[C:16]1[CH:17]=[CH:18][C:19]([N+:22]([O-:24])=[O:23])=[CH:20][CH:21]=1. Starting materials: resultant mixture, OC1C(C(NC2=CC=C(C=C12)C(=O)OC)C1=CC=C(C=C1)[N+](=O)[O-])(C)C (methyl 4-hydroxy-3,3-dimethyl-2-(4-nitrophenyl)-1,2,3,4-tetrahydroquinoline-6-carboxylate), C(C)[SiH](CC)CC (triethylsilane), FC(C(=O)O)(F)F (trifluoroacetic acid). Product: CC1(C(NC2=CC=C(C=C2C1)C(=O)OC)C1=CC=C(C=C1)[N+](=O)[O-])C (methyl 3,3-dimethyl-2-(4-nitrophenyl)-1,2,3,4-tetrahydroquinoline-6-carboxylate). Starting materials: C(C1=CC=CC=C1)N(CC1=CN(C2=C1N=CN=C2OC)COCC2=CC=CC=C2)C[C@@H]2OC(OC2)(C)C ((S)—N-benzyl-1-(5-(benzyloxymethyl)-4-methoxy-5H-pyrrolo[3,2-d]pyrimidin-7-yl)-N-((2,2-dimethyl-1,3-dioxolan-4-yl)methyl)methanamine), C(Cl)Cl (CH2Cl2). Run in Cl (HCl), CO (MeOH). Yields the product C(C1=CC=CC=C1)N(C[C@@H](CO)O)CC1=CNC2=C1N=CN=C2O ((S)-3-(benzyl((4-hydroxy-5H-pyrrolo[3,2-d]pyrimidin-7-yl)methyl)amino)propane-1,2-diol). Yield: 59.4%. RXN SMILES: [CH2:1]([N:8]([CH2:30][C@H:31]1[CH2:35][O:34]C(C)(C)[O:32]1)[CH2:9][C:10]1[C:14]2[N:15]=[CH:16][N:17]=[C:18]([O:19]C)[C:13]=2[N:12](COCC2C=CC=CC=2)[CH:11]=1)[C:2]1[CH:7]=[CH:6][CH:5]=[CH:4][CH:3]=1.C(Cl)Cl>Cl.CO>[CH2:1]([N:8]([CH2:9][C:10]1[C:14]2[N:15]=[CH:16][N:17]=[C:18]([OH:19])[C:13]=2[NH:12][CH:11]=1)[CH2:30][C@H:31]([OH:32])[CH2:35][OH:34])[C:2]1[CH:7]=[CH:6][CH:5]=[CH:4][CH:3]=1. Procedure details: (S)—N-benzyl-1-(5-(benzyloxymethyl)-4-methoxy-5H-pyrrolo[3,2-d]pyrimidin-7-yl)-N-((2,2-dimethyl-1,3-dioxolan-4-yl)methyl)methanamine (1.1 g, 2.189 mmol) was heated to 100° C. in HCl (15 ml, 37%) for 3 h. Tlc (CH2Cl2-6M NH3 in MeOH, 9:1) showed reaction over. The solvent was evaporated and the residue dissolved in MeOH, neutralized with Amberlyst A21 resin, filtered and the solvent evaporated. The residue was chromatographed (CH2Cl2-6M NH3 in MeOH, 9:1 then 85:15) to give (S)-3-(benzyl((4-hydroxy...